This data is from the Open Reaction Database (ORD), a public repository of structured organic reaction records. The task is: describe an organic reaction: reactants, conditions, products, and yield Starting materials: C(C)(CC)N1CC(C1)O (1-(sec.-butyl)-3-azetidinol), C1=C(C=CC=C1O)C (m-cresol). Yields the product CC=1C=C(OCC(CNC(C)CC)O)C=CC1 (1-(3-methyl-phenoxy)-3-(sec.-butylamino)-2-propanol). Reaction SMILES: [CH:1]([N:5]1[CH2:8][CH:7]([OH:9])[CH2:6]1)([CH2:3][CH3:4])[CH3:2].[CH:10]1[C:15]([OH:16])=[CH:14][CH:13]=[CH:12][C:11]=1[CH3:17]>>[CH3:17][C:11]1[CH:10]=[C:15]([CH:14]=[CH:13][CH:12]=1)[O:16][CH2:6][CH:7]([OH:9])[CH2:8][NH:5][CH:1]([CH2:3][CH3:4])[CH3:2]. Reported procedure: 1-(sec.-butyl)-3-azetidinol and m-cresol were reacted in the same manner as in Example 6 to yield 1-(3-methyl-phenoxy)-3-(sec.-butylamino)-2-propanol. A hydrochloric acid gas was blown to yield 1-(3-methylphenoxy)-3-(sec.-butylamino)-2-propanol hydrochloride melting at 159°-160° C. The yield was 69%. The reactants are Cl.ClCCOC=1C=C2C(=NC=NC2=CC1OCCOC)NC1=CC(=CC=C1)C#C ([6-(2-Chloro-ethoxy)-7-(2-methoxy-ethoxy)-quinazolin-4-yl]-(3-ethynyl-phenyl)-amine Hydrochloride), [Na] (sodium), N1=CCC(C=C1)=O (pyrid-4-one). The solvent is CO.C(Cl)(Cl)Cl (methanol CHCl3). Yields the product Cl.C(#C)C=1C=C(C=CC1)NC1=NC=NC2=CC(=C(C=C12)OCCN1C=CC(C=C1)=O)OCCOC (1-{2-[4-(3-Ethynyl-phenylamino)-7-(2-methoxy-ethoxy)-quinazolin-6-yloxy]-ethyl}-1H-pyridin-4-one Hydrochloride). RXN SMILES: Cl.[Cl:2][CH2:3][CH2:4][O:5][C:6]1[CH:7]=[C:8]2[C:13](=[CH:14][C:15]=1[O:16][CH2:17][CH2:18][O:19][CH3:20])[N:12]=[CH:11][N:10]=[C:9]2[NH:21][C:22]1[CH:27]=[CH:26][CH:25]=[C:24]([C:28]#[CH:29])[CH:23]=1.[Na].[N:31]1[CH:36]=[CH:35][C:34](=[O:37])[CH2:33][CH:32]=1>CO.C(Cl)(Cl)Cl>[ClH:2].[C:28]([C:24]1[CH:23]=[C:22]([NH:21][C:9]2[C:8]3[C:13](=[CH:14][C:15]([O:16][CH2:17][CH2:18][O:19][CH3:20])=[C:6]([O:5][CH2:4][CH2:3][N:31]4[CH:36]=[CH:35][C:34](=[O:37])[CH:33]=[CH:32]4)[CH:7]=3)[N:12]=[CH:11][N:10]=2)[CH:27]=[CH:26][CH:25]=1)#[CH:29] |f:0.1,4.5,6.7,^1:29|. Reported procedure: The free base of this product was prepared from the title product of Example 30 and the sodium salt of pyrid-4-one as described for Example 50. The free base was isolated by flash chromatography with 15% methanol/CHCl3 and converted to the title product according to the procedure described for Example 28 (32%; M.P. 155°-168° C. (dec); LC-MS: 457 (MH+); anal. RP-HPLC RT: 3.45 min). Starting materials: O (Water), [OH-].[Li+] (lithium hydroxide), Cl (HCl), CC(C#CC1=CC(=C(S1)C(=O)OC)N(C(=O)[C@@H]1CC=C(CC1)C)C(C)C)(C)C ((S)-Methyl 5-(3,3-dimethylbut-1-ynyl)-3-(N-isopropyl-4-methylcyclohex-3-enecarboxamido)thiophene-2-carboxylate). Solvent: CO (methanol), C1CCOC1 (THF). Run at time 30 minute. Yields the product CC(C#CC1=CC(=C(S1)C(=O)O)N(C(=O)[C@@H]1CC=C(CC1)C)C(C)C)(C)C ((S)-5-(3,3-Dimethylbut-1-ynyl)-3-(N-isopropyl-4-methylcyclohex-3-enecarboxamido)thiophene-2-carboxylic acid). The yield is 35.0%. Reaction SMILES: [CH3:1][C:2]([CH3:28])([CH3:27])[C:3]#[C:4][C:5]1[S:9][C:8]([C:10]([O:12]C)=[O:11])=[C:7]([N:14]([CH:24]([CH3:26])[CH3:25])[C:15]([C@H:17]2[CH2:22][CH2:21][C:20]([CH3:23])=[CH:19][CH2:18]2)=[O:16])[CH:6]=1.O.[OH-].[Li+].Cl>C1COCC1.CO>[CH3:1][C:2]([CH3:27])([CH3:28])[C:3]#[C:4][C:5]1[S:9][C:8]([C:10]([OH:12])=[O:11])=[C:7]([N:14]([CH:24]([CH3:25])[CH3:26])[C:15]([C@H:17]2[CH2:22][CH2:21][C:20]([CH3:23])=[CH:19][CH2:18]2)=[O:16])[CH:6]=1 |f:2.3|. Procedure details: (S)-Methyl 5-(3,3-dimethylbut-1-ynyl)-3-(N-isopropyl-4-methylcyclohex-3-enecarboxamido)thiophene-2-carboxylate (123 mg, 0.31 mmol) was dissolved in THF (2 mL). Water (0.5 mL), methanol (0.5 mL) and lithium hydroxide (129 mg, 3.1 mmol) were added. The mixture was sealed and heated to 45 deg C. for 30 min. After an additional 1 h at ambient temperature, the mixture was treated with 10% HCl (until the pH was less than 3) and partitioned between water and ethyl acetate. The organic layer was separat... Reactants: Cc1cc(C)[nH]n1, Cc1oc(-c2ccccc2)nc1COc1ccc(CCl)cc1, [H-], [Na+], C1CCOC1, O. The product is Cc1cc(C)n(Cc2ccc(OCc3nc(-c4ccccc4)oc3C)cc2)n1. Reaction SMILES: [CH3:3][c:4]1[n:5][nH:6][c:7]([CH3:9])[cH:8]1.[Cl:15][CH2:16][c:17]1[cH:18][cH:19][c:20]([O:21][CH2:22][c:23]2[n:24][c:25](-[c:29]3[cH:30][cH:31][cH:32][cH:33][cH:34]3)[o:26][c:27]2[CH3:28])[cH:35][cH:36]1.[H-:1].[Na+:2].[O:10]1[CH2:11][CH2:12][CH2:13][CH2:14]1.[OH2:37]>>[CH3:3][c:4]1[n:5][n:6]([CH2:16][c:17]2[cH:18][cH:19][c:20]([O:21][CH2:22][c:23]3[n:24][c:25](-[c:29]4[cH:30][cH:31][cH:32][cH:33][cH:34]4)[o:26][c:27]3[CH3:28])[cH:35][cH:36]2)[c:7]([CH3:9])[cH:8]1. Starting materials: CC(C)(C)C(C(=O)[O-])C1=NC(=CC=C1)C(F)(F)F (1,1-dimethylethyl[6-(trifluoromethyl)-2-pyridinyl]acetate), C(C)[SiH](CC)CC (triethylsilane), C(=O)(C(F)(F)F)O (TFA). Solvent: ClCCl (Dichloromethane). Run at time 8 hour. Yields the product FC(C1=CC=CC(=N1)CC(=O)O)(F)F ([6-(trifluoromethyl)-2-pyridinyl]acetic acid). Isolated yield 97.8%. As a reaction SMILES: CC([CH:5]([C:9]1[CH:14]=[CH:13][CH:12]=[C:11]([C:15]([F:18])([F:17])[F:16])[N:10]=1)[C:6]([O-:8])=[O:7])(C)C.C([SiH](CC)CC)C.C(O)(C(F)(F)F)=O>ClCCl>[F:17][C:15]([F:16])([F:18])[C:11]1[N:10]=[C:9]([CH2:5][C:6]([OH:8])=[O:7])[CH:14]=[CH:13][CH:12]=1. Reported procedure: To a solution of 1,1-dimethylethyl[6-(trifluoromethyl)-2-pyridinyl]acetate (698 mg, 2.67 mmol), triethylsilane (1.067 mL, 6.68 mmol) in Dichloromethane (DCM) (10 mL) was added TFA (2.68 mL, 34.7 mmol) dropwise via syringe. The reaction was stirred overnight at room temperature. LCMS analysis indicated good conversion, so the reaction was concentrated to a yellow oil. 5 mL of diethyl ether was added but no precipitation occurred, so the solution was concentrated to afford [6-(trifluoromethyl)-2-p... Starting materials: CC=1SC(NN1)=S (2-methyl-5-thioxo-1,3,4-thiadiazoline), [Na] (sodium), C(C)(=O)OCC1=C(N2C(C(C2SC1)NC(CC=1OCCSC1)=O)=O)C(=O)O (3-acetoxymethyl-2-carboxy-7-[(5,6-dihydro-1,4-oxathiin-2-yl )acetamido]-8-oxo-5-thia-1-aza-bicyclo[4,2,0]oct-2-ene), C([O-])(O)=O.[Na+] (Sodium bicarbonate). The solvent is O (water). Reaction conditions: temperature 60 celsius, time 6 hour. Product: C(=O)(O)C=1N2C(C(C2SCC1CSC=1SC(=NN1)C)NC(CC=1OCCSC1)=O)=O (2-carboxy-7-[(5,6-dihydro-1,4-oxathiin-2-yl )acetamido]-3-[(5-methyl-1,3,4-thiadiazol-2-yl )thiomethyl]-8-oxo-5-thia-1-aza-bicyclo[4,2,0]oct-2-ene). Isolated yield 45.6%. RXN SMILES: [Na].C(O[CH2:6][C:7]1[CH2:14][S:13][CH:12]2[N:9]([C:10](=[O:25])[CH:11]2[NH:15][C:16](=[O:24])[CH2:17][C:18]2[O:19][CH2:20][CH2:21][S:22][CH:23]=2)[C:8]=1[C:26]([OH:28])=[O:27])(=O)C.C(=O)(O)[O-].[Na+].[CH3:34][C:35]1[S:36][C:37](=[S:40])[NH:38][N:39]=1>O>[C:26]([C:8]1[N:9]2[CH:12]([S:13][CH2:14][C:7]=1[CH2:6][S:40][C:37]1[S:36][C:35]([CH3:34])=[N:39][N:38]=1)[CH:11]([NH:15][C:16](=[O:24])[CH2:17][C:18]1[O:19][CH2:20][CH2:21][S:22][CH:23]=1)[C:10]2=[O:25])([OH:28])=[O:27] |f:2.3,^1:0|. Reported procedure: The sodium salt of 3-acetoxymethyl-2-carboxy-7-[(5,6-dihydro-1,4-oxathiin-2-yl )acetamido]-8-oxo-5-thia-1-aza-bicyclo[4,2,0]oct-2-ene (14 g.) is dissolved in distilled water (350 cc.). Sodium bicarbonate (2.69 g.) followed by 2-methyl-5-thioxo-1,3,4-thiadiazoline (4.65 g.) are added to the solution and the reaction mixture is heated with stirring at 60° C. for 6 hours. After cooling, the reaction mixture is washed with ethyl acetate (2 × 150 cc.) and then acidified to pH 2 by addition of 4N hydr... The reactants are ClC(Cl)(Cl)Cl, CNC(=O)C(=NOC)c1ccccc1C, CC(C)(C#N)N=NC(C)(C)C#N, O=C1CCC(=O)N1Br. Product: CNC(=O)C(=NOC)c1ccccc1CBr. RXN SMILES: [C:36]([Cl:37])([Cl:38])([Cl:39])[Cl:40].[CH3:1][O:2][N:3]=[C:4]([C:5](=[O:6])[NH:7][CH3:8])[c:9]1[c:10]([CH3:15])[cH:11][cH:12][cH:13][cH:14]1.[N:24]([C:25]([CH3:26])([CH3:27])[C:28]#[N:29])=[N:30][C:31]([CH3:32])([CH3:33])[C:34]#[N:35].[O:16]=[C:17]1[N:18]([Br:23])[C:19](=[O:20])[CH2:21][CH2:22]1>>[CH3:1][O:2][N:3]=[C:4]([C:5](=[O:6])[NH:7][CH3:8])[c:9]1[c:10]([CH2:15][Br:23])[cH:11][cH:12][cH:13][cH:14]1. Starting materials: C(C)(C)(C)OC(=O)NCCOC=1C=C(C#N)C=CC1CO (3-(2-(t-butoxycarbonylamino)ethoxy)-4-hydroxymethylbenzonitrile). The reagents and catalysts are [O-2].[O-2].[Mn+4] (manganese dioxide). The solvent is ClCCl (dichloromethane). Reaction conditions: time 8 hour. The product is C(C)(C)(C)OC(=O)NCCOC=1C=C(C#N)C=CC1C=O (3-(2-(t-butoxycarbonylamino)ethoxy)-4-formylbenzonitrile). Reaction SMILES: [C:1]([O:5][C:6]([NH:8][CH2:9][CH2:10][O:11][C:12]1[CH:13]=[C:14]([CH:17]=[CH:18][C:19]=1[CH2:20][OH:21])[C:15]#[N:16])=[O:7])([CH3:4])([CH3:3])[CH3:2]>ClCCl.[O-2].[O-2].[Mn+4]>[C:1]([O:5][C:6]([NH:8][CH2:9][CH2:10][O:11][C:12]1[CH:13]=[C:14]([CH:17]=[CH:18][C:19]=1[CH:20]=[O:21])[C:15]#[N:16])=[O:7])([CH3:4])([CH3:2])[CH3:3] |f:2.3.4|. Procedure: 0.3 g (1.03 mmol) of 3-(2-(t-butoxycarbonylamino)ethoxy)-4-hydroxymethylbenzonitrile was dissolved in 3 ml of dichloromethane (dehydrated). 0.36 g (4.1 mmol) of activated manganese dioxide was added to the obtained solution in the presence of argon, and they were stirred at room temperature overnight. The reaction solution was filtered through Celite to obtain the title compound. The reactants are Clc1cc(NC2CCOCC2)c2[nH]c(C3=NC(CCN4CCNCC4)CS3)cc2c1, O=C(O)Cn1cnnn1. Yields the product O=C(Cn1cnnn1)N1CCN(CCC2CSC(c3cc4cc(Cl)cc(NC5CCOCC5)c4[nH]3)=N2)CC1. RXN SMILES: [Cl:1][c:2]1[cH:3][c:4]2[cH:5][c:6]([C:18]3=[N:22][CH:21]([CH2:23][CH2:24][N:25]4[CH2:26][CH2:27][NH:28][CH2:29][CH2:30]4)[CH2:20][S:19]3)[nH:7][c:8]2[c:9]([NH:11][CH:12]2[CH2:13][CH2:14][O:15][CH2:16][CH2:17]2)[cH:10]1.[n:31]1([CH2:36][C:37](=[O:38])[OH:39])[n:32][n:33][n:34][cH:35]1>>[Cl:1][c:2]1[cH:3][c:4]2[cH:5][c:6]([C:18]3=[N:22][CH:21]([CH2:23][CH2:24][N:25]4[CH2:26][CH2:27][N:28]([C:37]([CH2:36][n:31]5[n:32][n:33][n:34][cH:35]5)=[O:38])[CH2:29][CH2:30]4)[CH2:20][S:19]3)[nH:7][c:8]2[c:9]([NH:11][CH:12]2[CH2:13][CH2:14][O:15][CH2:16][CH2:17]2)[cH:10]1.